This data is from the Open Reaction Database (ORD), a public repository of structured organic reaction records. The task is: describe an organic reaction: reactants, conditions, products, and yield The reactants are C(C)(C)(C)OC(=O)N1C[C@@H]2N(C(C3=C(C=C(C=C23)C(CC)CC)C(F)(F)F)=O)CC1 (N-(t-butoxycarbonyl)-(R)-1,3,4,10b-tetrahydro-9-(3-pentyl)-7-trifluoromethyl-pyrazino[2,1-a]isoindol-6(2H)-one), Cl (hydrochloric acid), white solid. The solvent is O (water), CCOCC (ether). Run at time 1 hour. Yields the product Cl.CCC(CC)C1=CC(=C2C(N3[C@H](C2=C1)CNCC3)=O)C(F)(F)F ((R)-1,3,4,10b-tetrahydro-9-(3-pentyl)-7-trifluoromethyl-pyrazino[2,1-a]isoindol-6(2H)-one hydrochloric acid salt). RXN SMILES: C(OC([N:8]1[CH2:30][CH2:29][N:11]2[C:12](=[O:28])[C:13]3[C:18]([C@@H:10]2[CH2:9]1)=[CH:17][C:16]([CH:19]([CH2:22][CH3:23])[CH2:20][CH3:21])=[CH:15][C:14]=3[C:24]([F:27])([F:26])[F:25])=O)(C)(C)C.[ClH:31]>CCOCC.O>[ClH:31].[CH3:23][CH2:22][CH:19]([C:16]1[CH:17]=[C:18]2[C:13]([C:12](=[O:28])[N:11]3[CH2:29][CH2:30][NH:8][CH2:9][C@H:10]32)=[C:14]([C:24]([F:26])([F:27])[F:25])[CH:15]=1)[CH2:20][CH3:21] |f:4.5|. Reported procedure: To a stirring solution of N-(t-butoxycarbonyl)-(R)-1,3,4,10b-tetrahydro-9-(3-pentyl)-7-trifluoromethyl-pyrazino[2,1-a]isoindol-6(2H)-one (35 mg, 0.08 mmol) in dry ether (2 mL) was added hydrochloric acid (1 mL). The reaction was stirred for 1 h and then conc. in vacuo to a white solid. The solid was dissolved in water and lyophilized to 25 mg of a white solid. MS (ESI) 327 (M−Cl).